Task: describe an organic reaction: reactants, conditions, products, and yield. Dataset: the Open Reaction Database (ORD), a public repository of structured organic reaction records Starting materials: CO.C(Cl)(Cl)Cl.[NH4+].[OH-] (MeOH CHCl3 NH4OH), ClC1=CC=C(C=C1)C(C=1C=C2C(=CC(N(C2=CC1)C)=O)C=1SC(=CC1)C)(C=1N(C=NC1)C)O (6-[(4-chloro-phenyl)-hydroxy-(3-methyl-3H-imidazol-4-yl)-methyl]-1-methyl-4-(5-methyl-thiophen-2-yl)-1H-quinolin-2-one), S(=O)(Cl)Cl (thionyl chloride). Run in C1(=CC=CC=C1)C (toluene). The product is NC(C=1C=C2C(=CC(N(C2=CC1)C)=O)C=1SC(=CC1)C)(C=1N(C=NC1)C)C1=CC=C(C=C1)Cl (6-[Amino-(4-chloro-phenyl)-(3-methyl-3H-imidazol-4-yl)-methyl]-1-methyl-4-(5-methyl-thiophen-2-yl)-1H-quinolin-2-one). Yield: 49.0%. Reaction SMILES: [Cl:1][C:2]1[CH:7]=[CH:6][C:5]([C:8](O)([C:27]2[N:28]([CH3:32])[CH:29]=[N:30][CH:31]=2)[C:9]2[CH:10]=[C:11]3[C:16](=[CH:17][CH:18]=2)[N:15]([CH3:19])[C:14](=[O:20])[CH:13]=[C:12]3[C:21]2[S:22][C:23]([CH3:26])=[CH:24][CH:25]=2)=[CH:4][CH:3]=1.S(Cl)(Cl)=O.CO.C(Cl)(Cl)Cl.[NH4+:44].[OH-]>C1(C)C=CC=CC=1>[NH2:44][C:8]([C:5]1[CH:6]=[CH:7][C:2]([Cl:1])=[CH:3][CH:4]=1)([C:27]1[N:28]([CH3:32])[CH:29]=[N:30][CH:31]=1)[C:9]1[CH:10]=[C:11]2[C:16](=[CH:17][CH:18]=1)[N:15]([CH3:19])[C:14](=[O:20])[CH:13]=[C:12]2[C:21]1[S:22][C:23]([CH3:26])=[CH:24][CH:25]=1 |f:2.3.4.5|. Reported procedure: To a solution of 6-[(4-chloro-phenyl)-hydroxy-(3-methyl-3H-imidazol-4-yl)-methyl]-1-methyl-4-(5-methyl-thiophen-2-yl)-1H-quinolin-2-one (63 mg, 0.132 mmol) in toluene (1 ml) was added thionyl chloride (SOCl2, 0.097 ml, 1.32 mmol). The reaction mixture was heated to reflux for 2 hours. Thiony chloride was removed under reduced pressure. The crude chloride was taken up in toluene and concentrated under vacuum. The resulting solid was dissolved in THF (5 mL) and to this solution was bubbled ammonia... The reactants are Cc1ccccc1, OCc1cc(Cl)cc(Cl)c1Cl, BrP(Br)Br. Product: Clc1cc(Cl)c(Cl)c(CBr)c1. As a reaction SMILES: [CH3:16][c:17]1[cH:18][cH:19][cH:20][cH:21][cH:22]1.[Cl:5][c:6]1[c:7]([CH2:14][OH:15])[cH:8][c:9]([Cl:13])[cH:10][c:11]1[Cl:12].[P:1]([Br:2])([Br:3])[Br:4]>>[Br:2][CH2:14][c:7]1[c:6]([Cl:5])[c:11]([Cl:12])[cH:10][c:9]([Cl:13])[cH:8]1.